From a dataset of the Open Reaction Database (ORD), a public repository of structured organic reaction records. describe an organic reaction: reactants, conditions, products, and yield Starting materials: ClC1=C(C=C(C=C1[N+](=O)[O-])C)[N+](=O)[O-] (4-chloro-3,5-dinitrotoluene), CC(C(=O)O)N (dl-alpha-alanine), C([O-])(O)=O.[Na+] (sodium bicarbonate). Run in C(C)O (ethanol), O (water). The product is CC1=CC(=C(NC(C(=O)O)C)C(=C1)[N+](=O)[O-])[N+](=O)[O-] (2-(4-methyl-2,6-dinitroanilino)propionic acid). RXN SMILES: Cl[C:2]1[C:7]([N+:8]([O-:10])=[O:9])=[CH:6][C:5]([CH3:11])=[CH:4][C:3]=1[N+:12]([O-:14])=[O:13].[CH3:15][CH:16]([NH2:20])[C:17]([OH:19])=[O:18].C(=O)(O)[O-].[Na+]>C(O)C.O>[CH3:11][C:5]1[CH:6]=[C:7]([N+:8]([O-:10])=[O:9])[C:2]([NH:20][CH:16]([CH3:15])[C:17]([OH:19])=[O:18])=[C:3]([N+:12]([O-:14])=[O:13])[CH:4]=1 |f:2.3|. Procedure: A mixture of 810 g of 4-chloro-3,5-dinitrotoluene, 384 g of dl-alpha-alanine, and 840 g of sodium bicarbonate was stirred and refluxed in 8 l of 95% ethanol for 18 hours. The mixture was diluted with water, filtered, and the ethanol was distilled off under reduced pressure. 1 l of water was added during the distillation in order to maintain the solids in solution. The aqueous solution was cooled by the addition of 2 kg of ice and acidified with concentrated hydrochloric acid (Congo Red) whilst s... Starting materials: O (H2O), IC1=CN(C2=CC=C(C=C12)C(=O)O)S(=O)(=O)C1=CC=C(C)C=C1 (3-iodo-1-tosyl-1H-indole-5-carboxylic acid), FC(CNC(=S)NN)(F)F (N-(2,2,2-trifluoroethyl)hydrazinecarbothioamide), Cl.C(C)N=C=NCCCN(C)C (N1-((ethylimino)methylene)-N3,N3-dimethylpropane-1,3-diamine hydrochloride). Solvent: CN(C)C=O (DMF). Reaction conditions: time 24 hour. Product: IC1=CN(C2=CC=C(C=C12)C1=NN=C(O1)NCC(F)(F)F)S(=O)(=O)C1=CC=C(C)C=C1 (5-(3-iodo-1-tosyl-1H-indol-5-yl)-N-(2,2,2-trifluoroethyl)-1,3,4-oxadiazol-2-amine). Isolated yield 7.1%. As a reaction SMILES: [I:1][C:2]1[C:10]2[C:5](=[CH:6][CH:7]=[C:8]([C:11]([OH:13])=O)[CH:9]=2)[N:4]([S:14]([C:17]2[CH:23]=[CH:22][C:20]([CH3:21])=[CH:19][CH:18]=2)(=[O:16])=[O:15])[CH:3]=1.[F:24][C:25]([F:33])([F:32])[CH2:26][NH:27][C:28]([NH:30][NH2:31])=S.Cl.C(N=C=NCCCN(C)C)C.O>CN(C=O)C>[I:1][C:2]1[C:10]2[C:5](=[CH:6][CH:7]=[C:8]([C:11]3[O:13][C:28]([NH:27][CH2:26][C:25]([F:33])([F:32])[F:24])=[N:30][N:31]=3)[CH:9]=2)[N:4]([S:14]([C:17]2[CH:18]=[CH:19][C:20]([CH3:21])=[CH:22][CH:23]=2)(=[O:15])=[O:16])[CH:3]=1 |f:2.3|. Reported procedure: A solution of 3-iodo-1-tosyl-1H-indole-5-carboxylic acid (1.996 g, 4.52 mmol), N-(2,2,2-trifluoroethyl)hydrazinecarbothioamide (0.783 g, 4.52 mmol), and N1-((ethylimino)methylene)-N3,N3-dimethylpropane-1,3-diamine hydrochloride (2.60 g, 13.57 mmol) (Sigma-Aldrich) in DMF (8.0 mL) was heated at 80° C. for 21.25 h, then at 90° C. for 24 h. The solution was cooled to RT. H2O was added and the solution was extracted with EtOAc (3×75 mL). The combined organic layers were washed with brine, dried over... Starting materials: C1=CC(=CC=C1O)C (p-cresol), N(=NC(=O)OC(C)C)C(=O)OC(C)C (diisopropyl azodicarboxylate), C(C(C)(C)C)O (neopentyl alcohol), C1(=CC=CC=C1)P(C1=CC=CC=C1)C1=CC=CC=C1 (triphenylphosphine). The solvent is C1CCOC1 (THF). Reaction conditions: temperature 60 celsius. The product is CC(COC1=CC=C(C=C1)C)(C)C (1-(2,2-Dimethyl-propoxy)-4-methyl-benzene). As a reaction SMILES: [CH:1]1[C:6]([OH:7])=[CH:5][CH:4]=[C:3]([CH3:8])[CH:2]=1.N(C(OC(C)C)=O)=NC(OC(C)C)=O.C1(P(C2C=CC=CC=2)C2C=CC=CC=2)C=CC=CC=1.[CH2:42](O)[C:43]([CH3:46])([CH3:45])[CH3:44]>C1COCC1>[CH3:42][C:43]([CH3:46])([CH3:45])[CH2:44][O:7][C:6]1[CH:5]=[CH:4][C:3]([CH3:8])=[CH:2][CH:1]=1. Procedure: To a solution of p-cresol (526 mg, 4.87 mmol) in THF (50 mL), add with stirring diisopropyl azodicarboxylate (2.16 mL, 10.7 mmol) followed by triphenylphosphine (306 mg, 11.7 mmol) and neopentyl alcohol (5.15 g, 58.4 mmol). Heat at 60° C. for 3 h, cool to ambient temperature and concentrate in vacuo. Purify by chromatography on silica gel eluting with hexane/EtOAc to give the desired intermediate as a colorless oil. Reactants: C(C)(C)(C)OC(N(CCO)CC(O)C1=CC(=C(C=C1)Br)F)=O ([2-(4-Bromo-3-fluoro-phenyl)-2-hydroxy-ethyl]-(2-hydroxy-ethyl)-carbamic acid tert-butyl ester), CCC(C)(C)[O-].[K+] (Potassium 2-methyl-2-butoxide), O1CCCC1 (tetrahydrofurane), CS(=O)(=O)Cl (methanesulfonyl chloride). The solvent is C(C)(=O)OCC (ethyl acetate). Conditions: temperature 2.5 celsius, time 1 hour. Yields the product C(C)(C)(C)OC(=O)N1CC(OCC1)C1=CC(=C(C=C1)Br)F (2-(4-Bromo-3-fluoro-phenyl)-morpholine-4-carboxylic acid tert-butyl ester). Reaction SMILES: [C:1]([O:5][C:6](=[O:22])[N:7]([CH2:11][CH:12]([C:14]1[CH:19]=[CH:18][C:17]([Br:20])=[C:16]([F:21])[CH:15]=1)[OH:13])[CH2:8][CH2:9]O)([CH3:4])([CH3:3])[CH3:2].O1CCCC1.CS(Cl)(=O)=O.CCC([O-])(C)C.[K+]>C(OCC)(=O)C>[C:1]([O:5][C:6]([N:7]1[CH2:8][CH2:9][O:13][CH:12]([C:14]2[CH:19]=[CH:18][C:17]([Br:20])=[C:16]([F:21])[CH:15]=2)[CH2:11]1)=[O:22])([CH3:4])([CH3:3])[CH3:2] |f:3.4|. Procedure: [2-(4-Bromo-3-fluoro-phenyl)-2-hydroxy-ethyl]-(2-hydroxy-ethyl)-carbamic acid tert-butyl ester (25.3 g, 66.9 mmol) and triuethylamine (10.2 g, 14.0 ml, 100 mmol) were combined with tetrahydrofurane (270 ml) to give a light yellow solution. The reaction mixture was cooled to 0-5° C. and methanesulfonyl chloride (8.43 g, 5.73 ml, 73.6 mmol) was added dropwise. The reaction mixture was stirred at room temperature for 1 h to give a white suspension. The reaction mixture was filtered and washed with ...